From a dataset of the Open Reaction Database (ORD), a public repository of structured organic reaction records. describe an organic reaction: reactants, conditions, products, and yield Reactants: CCOC(C)=O, CCO, CCCCCC, O=C1NC(=O)C(c2cccc([N+](=O)[O-])c2)=C1Cl, N. The product is NC1=C(c2cccc([N+](=O)[O-])c2)C(=O)NC1=O. RXN SMILES: [C:22]([O:23][CH2:24][CH3:25])(=[O:26])[CH3:27].[CH3:19][CH2:20][OH:21].[CH3:28][CH2:29][CH2:30][CH2:31][CH2:32][CH3:33].[Cl:1][C:2]1=[C:6]([c:7]2[cH:8][c:9]([N+:13](=[O:14])[O-:15])[cH:10][cH:11][cH:12]2)[C:5](=[O:16])[NH:4][C:3]1=[O:17].[NH3:18]>>[C:2]1([NH2:18])=[C:6]([c:7]2[cH:8][c:9]([N+:13](=[O:14])[O-:15])[cH:10][cH:11][cH:12]2)[C:5](=[O:16])[NH:4][C:3]1=[O:17]. The reactants are CCOC(=O)CC(=O)OCC, Cc1ccccc1, O=Cc1ccc(N2CCC3(CC2)OCCO3)cc1. Product: CCOC(=O)C(=Cc1ccc(N2CCC3(CC2)OCCO3)cc1)C(=O)OCC. RXN SMILES: [C:19]([CH2:20][C:21](=[O:22])[O:23][CH2:24][CH3:25])(=[O:26])[O:27][CH2:28][CH3:29].[CH3:30][c:31]1[cH:32][cH:33][cH:34][cH:35][cH:36]1.[O:1]1[CH2:2][CH2:3][O:4][C:5]12[CH2:6][CH2:7][N:8]([c:11]1[cH:12][cH:13][c:14]([CH:15]=[O:16])[cH:17][cH:18]1)[CH2:9][CH2:10]2>>[O:1]1[CH2:2][CH2:3][O:4][C:5]12[CH2:6][CH2:7][N:8]([c:11]1[cH:12][cH:13][c:14]([CH:15]=[C:20]([C:19](=[O:26])[O:27][CH2:28][CH3:29])[C:21](=[O:22])[O:23][CH2:24][CH3:25])[cH:17][cH:18]1)[CH2:9][CH2:10]2.